From a dataset of the Open Reaction Database (ORD), a public repository of structured organic reaction records. describe an organic reaction: reactants, conditions, products, and yield Reactants: [C-]#N, C1CCOC1, CO, COC(=O)CCC(SC)c1ccc(F)cc1, [K+], NO, O. The product is CSC(CCC(=O)NO)c1ccc(F)cc1. Reaction SMILES: [C-:21]#[N:22].[CH2:24]1[O:25][CH2:26][CH2:27][CH2:28]1.[CH3:17][OH:18].[F:1][c:2]1[cH:3][cH:4][c:5]([CH:8]([CH2:9][CH2:10][C:11](=[O:12])[O:13][CH3:14])[S:15][CH3:16])[cH:6][cH:7]1.[K+:23].[NH2:19][OH:20].[OH2:29]>>[F:1][c:2]1[cH:3][cH:4][c:5]([CH:8]([CH2:9][CH2:10][C:11](=[O:12])[NH:19][OH:20])[S:15][CH3:16])[cH:6][cH:7]1. Product: c1cc2[nH]ncc2cc1OC1CCCC1. Reactants: O=C(N=NC(=O)OCc1ccccc1)OCc1ccccc1, C1CCOC1, OC1CCCC1, c1ccc(P(c2ccccc2)c2ccccc2)cc1, Oc1ccc2[nH]ncc2c1. As a reaction SMILES: [N:26]([C:27]([O:28][CH2:29][c:30]1[cH:31][cH:32][cH:33][cH:34][cH:35]1)=[O:36])=[N:37][C:38]([O:39][CH2:40][c:41]1[cH:42][cH:43][cH:44][cH:45][cH:46]1)=[O:47].[O:58]1[CH2:59][CH2:60][CH2:61][CH2:62]1.[OH:1][CH:2]1[CH2:3][CH2:4][CH2:5][CH2:6]1.[c:7]1([P:8]([c:9]2[cH:10][cH:11][cH:12][cH:13][cH:14]2)[c:15]2[cH:16][cH:17][cH:18][cH:19][cH:20]2)[cH:21][cH:22][cH:23][cH:24][cH:25]1.[nH:48]1[n:49][cH:50][c:51]2[cH:52][c:53]([OH:57])[cH:54][cH:55][c:56]12>>[O:1]([CH:2]1[CH2:3][CH2:4][CH2:5][CH2:6]1)[c:53]1[cH:52][c:51]2[cH:50][n:49][nH:48][c:56]2[cH:55][cH:54]1. Starting materials: NC1=C(C(=NC(=C1F)Cl)C(=O)OC)OC (methyl 4-amino-6-chloro-5-fluoro-3-methoxypicolinate), C(CCC)[Sn](C=C)(CCCC)CCCC (tributyl(vinyl)stannane), EtOAc hexanes. The reagents and catalysts are Cl[Pd]([P](C1=CC=CC=C1)(C2=CC=CC=C2)C3=CC=CC=C3)([P](C4=CC=CC=C4)(C5=CC=CC=C5)C6=CC=CC=C6)Cl (PdCl2(PPh3)2). Run in ClCCCl (1,2-dichloroethane). The product is NC1=C(C(=NC(=C1F)C=C)C(=O)OC)OC (methyl 4-amino-5-fluoro-3-methoxy-6-vinylpicolinate). Isolated yield 97.1%. RXN SMILES: [NH2:1][C:2]1[C:7]([F:8])=[C:6](Cl)[N:5]=[C:4]([C:10]([O:12][CH3:13])=[O:11])[C:3]=1[O:14][CH3:15].[CH2:16]([Sn](CCCC)(CCCC)C=C)[CH2:17]CC>ClCCCl.Cl[Pd](Cl)([P](C1C=CC=CC=1)(C1C=CC=CC=1)C1C=CC=CC=1)[P](C1C=CC=CC=1)(C1C=CC=CC=1)C1C=CC=CC=1>[NH2:1][C:2]1[C:7]([F:8])=[C:6]([CH:16]=[CH2:17])[N:5]=[C:4]([C:10]([O:12][CH3:13])=[O:11])[C:3]=1[O:14][CH3:15] |^1:37,56|. Procedure: A mixture of methyl 4-amino-6-chloro-5-fluoro-3-methoxypicolinate (405 mg, 1.73 mmol), tributyl(vinyl)stannane (1.097 g, 3.46 mmol), and PdCl2(PPh3)2 (181 mg, 0.26 mmol) in 1,2-dichloroethane (3.5 mL) was heated at 120° C. in a Biotage microwave for 30 min Column chromatography (0-40% EtOAc/hexanes) of the crude reaction mixture provided the title compound as a yellow oil (0.38 g, 97%): 1H NMR (400 MHz, CDCl3) δ 6.88 (ddd, J=17.5, 11.1, 1.4 Hz, 1H), 6.33 (dd, J=17.5, 1.6 Hz, 1H), 5.57 (ddd, J=11...